Dataset: the Open Reaction Database (ORD), a public repository of structured organic reaction records. Task: describe an organic reaction: reactants, conditions, products, and yield The reactants are NC=1OC[C@]2(C3=CC(=CC(=C3OC=3C=CC(=CC23)C=2C(=NC=CC2)F)F)C#CC(C)(O)C)N1 ((S)-4-(2-amino-5′-fluoro-2′-(2-fluoropyridin-3-yl)-5H-spiro[oxazole-4,9′-xanthene]-7′-yl)-2-methylbut-3-yn-2-ol), [H][H] (hydrogen). Reagents/catalysts: [Pd] (Palladium on carbon). Yields the product NC=1OC[C@]2(C3=CC(=CC(=C3OC=3C=CC(=CC23)C=2C(=NC=CC2)F)F)CCC(C)(O)C)N1 ((S)-4-(2-amino-5′-fluoro-2′-(2-fluoropyridin-3-yl)-5H-spiro[oxazole-4,9′-xanthene]-7′-yl)-2-methylbutan-2-ol). As a reaction SMILES: [NH2:1][C:2]1[O:3][CH2:4][C@:5]2([N:33]=1)[C:18]1[CH:17]=[C:16]([C:19]3[C:20]([F:25])=[N:21][CH:22]=[CH:23][CH:24]=3)[CH:15]=[CH:14][C:13]=1[O:12][C:11]1[C:6]2=[CH:7][C:8]([C:27]#[C:28][C:29]([CH3:32])([OH:31])[CH3:30])=[CH:9][C:10]=1[F:26].[H][H]>[Pd]>[NH2:1][C:2]1[O:3][CH2:4][C@:5]2([N:33]=1)[C:18]1[CH:17]=[C:16]([C:19]3[C:20]([F:25])=[N:21][CH:22]=[CH:23][CH:24]=3)[CH:15]=[CH:14][C:13]=1[O:12][C:11]1[C:6]2=[CH:7][C:8]([CH2:27][CH2:28][C:29]([CH3:30])([OH:31])[CH3:32])=[CH:9][C:10]=1[F:26]. Procedure: A 100 ml flask was charged with (S)-4-(2-amino-5′-fluoro-2′-(2-fluoropyridin-3-yl)-5H-spiro[oxazole-4,9′-xanthene]-7′-yl)-2-methylbut-3-yn-2-ol (120 mg, 0.268 mmol) ethanol (4 ml). Palladium on carbon (86 mg, 0.080 mmol) was added under argon and the resulting mixture was hydrogenated under 1 atm of hydrogen gas for 1 hr. The mixture was filtered through celite and concentrated in vacuo to provide (S)-4-(2-amino-5′-fluoro-2′-(2-fluoropyridin-3-yl)-5H-spiro[oxazole-4,9′-xanthene]-7′-yl)-2-methylb... The reactants are CC(C)(C)OC(=O)N1CCC(COc2ccc([N+](=O)[O-])cc2)CC1, C, CCO, Cl, [Pd]. Product: CC(C)(C)OC(=O)N1CCC(COc2ccc(N)cc2)CC1. As a reaction SMILES: [C:1]([CH3:2])([CH3:3])([CH3:4])[O:5][C:6](=[O:7])[N:8]1[CH2:9][CH2:10][CH:11]([CH2:14][O:15][c:16]2[cH:17][cH:18][c:19]([N+:22]([O-:23])=[O:24])[cH:20][cH:21]2)[CH2:12][CH2:13]1.[C:29].[CH3:26][CH2:27][OH:28].[ClH:25].[Pd:30]>>[C:1]([CH3:2])([CH3:3])([CH3:4])[O:5][C:6](=[O:7])[N:8]1[CH2:9][CH2:10][CH:11]([CH2:14][O:15][c:16]2[cH:17][cH:18][c:19]([NH2:22])[cH:20][cH:21]2)[CH2:12][CH2:13]1. Reactants: CC([C@H](C(=O)N[C@@H](C)C1=CC=C(C(=O)OC)C=C1)OCCOC1=CC=CC=C1)C (methyl 4-[(1S)-1-[[(2R)-3-methyl-2-(2-phenoxyethoxy)butanoyl]amino]ethyl]benzoate), [OH-].[Na+] (NaOH), Cl (HCl). The solvent is CO (MeOH), C1CCOC1 (THF). Run at time 1.5 hour. The product is CC([C@H](C(=O)N[C@@H](C)C1=CC=C(C(=O)O)C=C1)OCCOC1=CC=CC=C1)C (4-[(1S)-1-[[(2R)-3-methyl-2-(2-phenoxyethoxy)butanoyl]amino]ethyl]benzoic acid). The yield is 47.9%. As a reaction SMILES: [CH3:1][CH:2]([CH3:29])[C@@H:3]([O:19][CH2:20][CH2:21][O:22][C:23]1[CH:28]=[CH:27][CH:26]=[CH:25][CH:24]=1)[C:4]([NH:6][C@H:7]([C:9]1[CH:18]=[CH:17][C:12]([C:13]([O:15]C)=[O:14])=[CH:11][CH:10]=1)[CH3:8])=[O:5].[OH-].[Na+].Cl>CO.C1COCC1>[CH3:1][CH:2]([CH3:29])[C@@H:3]([O:19][CH2:20][CH2:21][O:22][C:23]1[CH:28]=[CH:27][CH:26]=[CH:25][CH:24]=1)[C:4]([NH:6][C@H:7]([C:9]1[CH:18]=[CH:17][C:12]([C:13]([OH:15])=[O:14])=[CH:11][CH:10]=1)[CH3:8])=[O:5] |f:1.2|. Procedure: To a solution of methyl 4-[(1S)-1-[[(2R)-3-methyl-2-(2-phenoxyethoxy)butanoyl]amino]ethyl]benzoate (2.0 g, 5.01 mmol) in MeOH (25 mL) and THF (25 mL) is added 5N NaOH (10 mL, 50 mmol). The mixture is stirred at room temperature for 1.5 h, treated with 5N HCl (10 mL), and concentrated to remove organic solvents. The aqueous residue is extracted with ethyl acetate (3×30 mL). The combined ethyl acetate layers are dried with MgSO4, filtered, and concentrated. The crude material (1.36 g) is dissolved... The reactants are CS(=O)(=O)N (methanesulfonamide), N1(CCC1)S(=O)(=O)N (azetidine-1-sulfonamide), C(#N)C1(C2CC3CC(CC1C3)C2)COC2=CC(=C(C(=O)O)C=C2C2CC2)F (4-((2-cyanoadamantan-2-yl)methoxy)-5-cyclopropyl-2-fluorobenzoic acid), C(#N)C1(CCCCC1)COC1=CC(=C(C(=O)O)C=C1C1CC1)F (4-((1-cyanocyclohexyl)methoxy)-5-cyclopropyl-2-fluorobenzoic acid). The product is N1(CCC1)S(=O)(=O)NC(C1=C(C=C(C(=C1)C1CC1)OCC1(CCCCC1)C#N)F)=O (N-(azetidin-1-ylsulfonyl)-4-((1-cyanocyclohexyl)methoxy)-5-cyclopropyl-2-fluorobenzamide), solid. Yield: 42.0%. RXN SMILES: [C:1]([C:3]1([CH2:13][O:14][C:15]2[C:23]([CH:24]3[CH2:26][CH2:25]3)=[CH:22][C:18]([C:19]([OH:21])=O)=[C:17]([F:27])[CH:16]=2)[CH:10]2CC3C[CH:8]([CH2:12][CH:4]1C3)[CH2:9]2)#[N:2].C(C1(COC2C(C3CC3)=CC(C(O)=O)=C(F)C=2)CCCCC1)#N.CS(N)(=O)=O.[N:56]1([S:60]([NH2:63])(=[O:62])=[O:61])[CH2:59][CH2:58][CH2:57]1>>[N:56]1([S:60]([NH:63][C:19](=[O:21])[C:18]2[CH:22]=[C:23]([CH:24]3[CH2:25][CH2:26]3)[C:15]([O:14][CH2:13][C:3]3([C:1]#[N:2])[CH2:4][CH2:12][CH2:8][CH2:9][CH2:10]3)=[CH:16][C:17]=2[F:27])(=[O:62])=[O:61])[CH2:59][CH2:58][CH2:57]1. Procedure details: Following the procedure as described in Example 332 Step 7 and making non-critical variations to replace 4-((2-cyanoadamantan-2-yl)methoxy)-5-cyclopropyl-2-fluorobenzoic acid with 4-((1-cyanocyclohexyl)methoxy)-5-cyclopropyl-2-fluorobenzoic acid and to replace methanesulfonamide with azetidine-1-sulfonamide, the title compound was obtained as a colorless solid (0.061 g, 42%): 1H NMR (300 MHz, DMSO-d6) δ 11.65 (br s, 1H), 7.14 (d, J=8.1 Hz, 1H), 6.99 (d, J=12.6 Hz, 1H), 4.15 (s, 2H), 4.02 (t, J=7...